Dataset: the Open Reaction Database (ORD), a public repository of structured organic reaction records. Task: describe an organic reaction: reactants, conditions, products, and yield Starting materials: COC=1C=C(C(=O)OCC)C=C(C1)[N+](=O)[O-] (ethyl 3-Methoxy-5-nitrobenzoate), [H][H] (hydrogen). Reagents/catalysts: [Pd] (palladium). Solvent: C(C)(=O)OCC (ethyl acetate). Product: NC=1C=C(C(=O)OCC)C=C(C1)OC (Ethyl 3-amino-5-methoxybenzoate). Isolated yield 96.7%. As a reaction SMILES: [CH3:1][O:2][C:3]1[CH:4]=[C:5]([CH:11]=[C:12]([N+:14]([O-])=O)[CH:13]=1)[C:6]([O:8][CH2:9][CH3:10])=[O:7].[H][H]>C(OCC)(=O)C.[Pd]>[NH2:14][C:12]1[CH:11]=[C:5]([CH:4]=[C:3]([O:2][CH3:1])[CH:13]=1)[C:6]([O:8][CH2:9][CH3:10])=[O:7]. Procedure: The compound (5.1 g, 23.1 mmol) prepared in step 2 was dissolved in ethyl acetate (50.0 ml), added with 10%-palladium (Pd) (100 mg). The resulting mixture was then stirred at room temperature for 24 hours in presence of hydrogen gas. After completion, 10%-palladium (Pd) was removed by celite-filter and the filtrate concentrated to dryness. The residue was purified by flash column chromatography (hexane:ethyl acetate=2:1) to obtain the title compound (4.36 g, yield: 96.8%, white solid). The reactants are O=C(O)c1ccc(NC2CC2)c(OCC2CC2)n1, CC(C)(N)CO. Product: CC(C)(CO)NC(=O)c1ccc(NC2CC2)c(OCC2CC2)n1. RXN SMILES: [CH:1]1([NH:4][c:5]2[cH:6][cH:7][c:8]([C:16](=[O:17])[OH:18])[n:9][c:10]2[O:11][CH2:12][CH:13]2[CH2:14][CH2:15]2)[CH2:2][CH2:3]1.[NH2:19][C:20]([CH2:21][OH:22])([CH3:23])[CH3:24]>>[CH:1]1([NH:4][c:5]2[cH:6][cH:7][c:8]([C:16](=[O:18])[NH:19][C:20]([CH2:21][OH:22])([CH3:23])[CH3:24])[n:9][c:10]2[O:11][CH2:12][CH:13]2[CH2:14][CH2:15]2)[CH2:2][CH2:3]1. The reactants are C(C=C)S[C@]1(C[C@H](N(C1)C([C@H](CCCCCCC=C)NC(=O)OC(C)(C)C)=O)C(=O)OC)C1=CC=C(C=C1)C1=CC=CC=C1 ((2S,4R)-methyl 4-(allylthio)-4-(biphenyl-4-yl)-1-((S)-2-(tert-butoxycarbonylamino)dec-9-enoyl)pyrrolidine-2-carboxylate), SC1=C(C(=O)O)C=CC=N1 (2-Mercaptonicotinic acid). The reagents and catalysts are CC1=CC(=C(C(=C1)C)N2CCN(C2=[Ru](=CC3=C(C=CC=C3)OC(C)C)(Cl)Cl)C4=C(C=C(C=C4C)C)C)C (Hoveyda-Grubbs Catalyst 2nd Generation). Run in ClCCl (Dichloromethane). The product is desired product, C1(=CC=C(C=C1)[C@]12SC/C=C/CCCCCC[C@@H](C(N([C@@H](C1)C(=O)OC)C2)=O)NC(=O)OC(C)(C)C)C2=CC=CC=C2 ((3S,14R,16S,E)-methyl 14-(biphenyl-4-yl)-3-(tert-butoxycarbonylamino)-2-oxo-13-thia-1-azabicyclo[12.2.1]heptadec-10-ene-16-carboxylate). Yield: 75.3%. RXN SMILES: [CH2:1]([S:4][C@:5]1([C:33]2[CH:38]=[CH:37][C:36]([C:39]3[CH:44]=[CH:43][CH:42]=[CH:41][CH:40]=3)=[CH:35][CH:34]=2)[CH2:9][N:8]([C:10](=[O:28])[C@@H:11]([NH:20][C:21]([O:23][C:24]([CH3:27])([CH3:26])[CH3:25])=[O:22])[CH2:12][CH2:13][CH2:14][CH2:15][CH2:16][CH2:17]C=C)[C@H:7]([C:29]([O:31][CH3:32])=[O:30])[CH2:6]1)[CH:2]=[CH2:3].SC1N=CC=CC=1C(O)=O>ClCCl.CC1C=C(C)C(N2C(=[Ru](Cl)(Cl)=CC3C=CC=CC=3OC(C)C)N(C3C(C)=CC(C)=CC=3C)CC2)=C(C)C=1>[C:36]1([C:39]2[CH:40]=[CH:41][CH:42]=[CH:43][CH:44]=2)[CH:35]=[CH:34][C:33]([C@@:5]23[CH2:9][N:8]([C@H:7]([C:29]([O:31][CH3:32])=[O:30])[CH2:6]2)[C:10](=[O:28])[C@@H:11]([NH:20][C:21]([O:23][C:24]([CH3:25])([CH3:26])[CH3:27])=[O:22])[CH2:12][CH2:13][CH2:14][CH2:15][CH2:16][CH2:17][CH:3]=[CH:2][CH2:1][S:4]3)=[CH:38][CH:37]=1. Procedure details: A solution of (2S,4R)-methyl 4-(allylthio)-4-(biphenyl-4-yl)-1-((S)-2-(tert-butoxycarbonylamino)dec-9-enoyl)pyrrolidine-2-carboxylate (108 mg, 0.174 mmol) in Dichloromethane (50 mL) was purged with nitrogen for 30 min. And then Hoveyda-Grubbs Catalyst 2nd Generation (131 mg, 0.209 mmol) was added. The resulting green solution was heated to reflux for 5 h. The reaction was quenched with 2-Mercaptonicotinic acid (54.0 mg, 0.348 mmol) and washed with sat. Na2CO3, and brine. Dried over MgSO4, filter... Starting materials: COC1=C(C=C(C=C1)N1CCOCC1)NC(C(=O)O)=S ((2-methoxy-5-morpholin-4-yl-phenylamino)-thioxo-acetic acid), Cl (hydrochloric acid). Reagents/catalysts: [Fe-3](C#N)(C#N)(C#N)(C#N)(C#N)C#N.[K+].[K+].[K+] (potassium ferricyanide). Solvent: [OH-].[Na+] (NaOH), O (water). Reaction conditions: temperature 10 celsius, time 3 hour. The product is COC1=CC=C(C2=C1N=C(S2)C(=O)O)N2CCOCC2 (4-methoxy-7-morpholin-4-yl-benzothiazole-2-carboxylic acid). RXN SMILES: [CH3:1][O:2][C:3]1[CH:8]=[CH:7][C:6]([N:9]2[CH2:14][CH2:13][O:12][CH2:11][CH2:10]2)=[CH:5][C:4]=1[NH:15][C:16](=[S:20])[C:17]([OH:19])=[O:18].Cl>[OH-].[Na+].O.[Fe-3](C#N)(C#N)(C#N)(C#N)(C#N)C#N.[K+].[K+].[K+]>[CH3:1][O:2][C:3]1[C:4]2[N:15]=[C:16]([C:17]([OH:19])=[O:18])[S:20][C:5]=2[C:6]([N:9]2[CH2:10][CH2:11][O:12][CH2:13][CH2:14]2)=[CH:7][CH:8]=1 |f:2.3,5.6.7.8|. Reported procedure: A solution of (2-methoxy-5-morpholin-4-yl-phenylamino)-thioxo-acetic acid (4) in 1N NaOH is added to a solution of potassium ferricyanide in water at a rate that the temperature does not exceed 10° C. The mixture is stirred for 3 hours at 10° C. and concentrated hydrochloric acid is added until pH 1 was reached. Filtration of the precipitate and drying yielded 4-methoxy-7-morpholin-4-yl-benzothiazole-2-carboxylic acid (5). A suspension of the compound of formula (5) and 1.1′-carbonyl-diimidazole...